Dataset: the Open Reaction Database (ORD), a public repository of structured organic reaction records. Task: describe an organic reaction: reactants, conditions, products, and yield Reactants: ClCCl, CCCCN(CCCC)CCCC, Cc1ccccc1, Oc1cccc(C2CCCC2)c1, O, Cl[Sn](Cl)(Cl)Cl. Yields the product O=Cc1ccc(C2CCCC2)cc1O. As a reaction SMILES: [CH2:14]([Cl:15])[Cl:16].[CH2:29]([N:30]([CH2:31][CH2:32][CH2:33][CH3:34])[CH2:35][CH2:36][CH2:37][CH3:38])[CH2:39][CH2:40][CH3:41].[CH3:17][c:18]1[cH:19][cH:20][cH:21][cH:22][cH:23]1.[CH:1]1([c:6]2[cH:7][c:8]([OH:12])[cH:9][cH:10][cH:11]2)[CH2:2][CH2:3][CH2:4][CH2:5]1.[OH2:13].[Sn:24]([Cl:25])([Cl:26])([Cl:27])[Cl:28]>>[CH:1]1([c:6]2[cH:7][c:8]([OH:12])[c:9]([CH:14]=[O:13])[cH:10][cH:11]2)[CH2:2][CH2:3][CH2:4][CH2:5]1. The reactants are C(C)(C)(C)OC(NC1CCC(CC1)NC=1C=2N(C=CN1)C(=CN2)C2=NC(=CC=C2)Br)=O ({4-[3-(6-bromo-pyridin-2-yl)-imidazo[1,2-a]pyrazin-8-ylamino]-cyclohexyl}-carbamic acid tert-butyl ester), C(C)(C)(C)OC(NCC(C1=CC=CC=C1)N)=O ((2-amino-2-phenyl-ethyl)-carbamic acid tert-butyl ester), CN(C)C1=CC=CC=C1C2=CC=CC=C2P(C3CCCCC3)C4CCCCC4 (Davephos), C(=O)([O-])[O-].[K+].[K+] (K2CO3). The reagents and catalysts are C=1C=CC(=CC1)/C=C/C(=O)/C=C/C2=CC=CC=C2.C=1C=CC(=CC1)/C=C/C(=O)/C=C/C2=CC=CC=C2.C=1C=CC(=CC1)/C=C/C(=O)/C=C/C2=CC=CC=C2.[Pd].[Pd] (Pd2(dba)3). Run in O1CCOCC1 (dioxane). Reaction conditions: temperature 135 celsius. The product is C(C)(C)(C)OC(NC1CCC(CC1)NC=1C=2N(C=CN1)C(=CN2)C2=NC(=CC=C2)NC(CNC(=O)OC(C)(C)C)C2=CC=CC=C2)=O ((4-{3-[6-(2-tert-butoxycarbonylamino-1-phenyl-ethylamino)-pyridin-2-yl]-imidazo[1,2-a]pyrazin-8-ylamino}-cyclohexyl)-carbamic acid tert-butyl ester). Reaction SMILES: [C:1]([O:5][C:6](=[O:31])[NH:7][CH:8]1[CH2:13][CH2:12][CH:11]([NH:14][C:15]2[C:16]3[N:17]([C:21]([C:24]4[CH:29]=[CH:28][CH:27]=[C:26](Br)[N:25]=4)=[CH:22][N:23]=3)[CH:18]=[CH:19][N:20]=2)[CH2:10][CH2:9]1)([CH3:4])([CH3:3])[CH3:2].[C:32]([O:36][C:37](=[O:48])[NH:38][CH2:39][CH:40]([NH2:47])[C:41]1[CH:46]=[CH:45][CH:44]=[CH:43][CH:42]=1)([CH3:35])([CH3:34])[CH3:33].CN(C1C(C2C(P(C3CCCCC3)C3CCCCC3)=CC=CC=2)=CC=CC=1)C.C([O-])([O-])=O.[K+].[K+]>C1C=CC(/C=C/C(/C=C/C2C=CC=CC=2)=O)=CC=1.C1C=CC(/C=C/C(/C=C/C2C=CC=CC=2)=O)=CC=1.C1C=CC(/C=C/C(/C=C/C2C=CC=CC=2)=O)=CC=1.[Pd].[Pd].O1CCOCC1>[C:1]([O:5][C:6](=[O:31])[NH:7][CH:8]1[CH2:13][CH2:12][CH:11]([NH:14][C:15]2[C:16]3[N:17]([C:21]([C:24]4[CH:29]=[CH:28][CH:27]=[C:26]([NH:47][CH:40]([C:41]5[CH:46]=[CH:45][CH:44]=[CH:43][CH:42]=5)[CH2:39][NH:38][C:37]([O:36][C:32]([CH3:35])([CH3:33])[CH3:34])=[O:48])[N:25]=4)=[CH:22][N:23]=3)[CH:18]=[CH:19][N:20]=2)[CH2:10][CH2:9]1)([CH3:4])([CH3:3])[CH3:2] |f:3.4.5,6.7.8.9.10|. Procedure: A sealed tube was charged with the mixture of {4-[3-(6-bromo-pyridin-2-yl)-imidazo[1,2-a]pyrazin-8-ylamino]-cyclohexyl}-carbamic acid tert-butyl ester (from Example 40 supra) (487 mg, 1.0 mmol), compound (2-amino-2-phenyl-ethyl)-carbamic acid tert-butyl ester (from Example 51 supra) (354 mg, 1.5 mmol), Pd2(dba)3(46 mg, 0.05 mmol), Davephos (78 mg, 0.2 mmol), K2CO3 (207 mg, 1.5 mmol) and dioxane (20 mL). The mixture was bubbled with N2 for several minutes and then heated under N2 at 135° C. for 1... Starting materials: CCOCC, O=C(CCl)Nc1ccc2cn[nH]c2c1, Fc1ccc(CC2CCNCC2)cc1. The product is O=C(CN1CCC(Cc2ccc(F)cc2)CC1)Nc1ccc2cn[nH]c2c1. RXN SMILES: [CH2:29]([O:30][CH2:31][CH3:32])[CH3:33].[Cl:1][CH2:2][C:3](=[O:4])[NH:5][c:6]1[cH:7][cH:8][c:9]2[cH:10][n:11][nH:12][c:13]2[cH:14]1.[F:15][c:16]1[cH:17][cH:18][c:19]([CH2:20][CH:21]2[CH2:22][CH2:23][NH:24][CH2:25][CH2:26]2)[cH:27][cH:28]1>>[CH2:2]([C:3](=[O:4])[NH:5][c:6]1[cH:7][cH:8][c:9]2[cH:10][n:11][nH:12][c:13]2[cH:14]1)[N:24]1[CH2:23][CH2:22][CH:21]([CH2:20][c:19]2[cH:18][cH:17][c:16]([F:15])[cH:28][cH:27]2)[CH2:26][CH2:25]1. The reactants are CCN(C(C)C)C(C)C, CSc1nc(Cl)c(C#N)c(NCCO)n1, ClCCl, c1ccc(C2CCNCC2)cc1. Yields the product CSc1nc(NCCO)c(C#N)c(N2CCC(c3ccccc3)CC2)n1. As a reaction SMILES: [CH2:16]([N:17]([CH:18]([CH3:19])[CH3:20])[CH:21]([CH3:22])[CH3:23])[CH3:24].[Cl:1][c:2]1[n:3][c:4]([S:14][CH3:15])[n:5][c:6]([NH:10][CH2:11][CH2:12][OH:13])[c:7]1[C:8]#[N:9].[Cl:37][CH2:38][Cl:39].[c:25]1([CH:31]2[CH2:32][CH2:33][NH:34][CH2:35][CH2:36]2)[cH:26][cH:27][cH:28][cH:29][cH:30]1>>[c:2]1([N:34]2[CH2:33][CH2:32][CH:31]([c:25]3[cH:26][cH:27][cH:28][cH:29][cH:30]3)[CH2:36][CH2:35]2)[n:3][c:4]([S:14][CH3:15])[n:5][c:6]([NH:10][CH2:11][CH2:12][OH:13])[c:7]1[C:8]#[N:9]. The reactants are [Li]C (MeLi), solution, COC=1C=C(C(=O)O)C=CC1C (3-methoxy-4-methyl benzoic acid). Run in C(C)OCC (diethyl ether), C1CCOC1 (THF). Reaction conditions: time 1 hour. Product: COC=1C=C(C(=O)C2=CC=CC=C2)C=CC1C (3-methoxy-4-methyl benzophenone). As a reaction SMILES: [CH3:1][O:2][C:3]1[CH:4]=[C:5]([CH:9]=[CH:10][C:11]=1[CH3:12])[C:6]([OH:8])=O.[Li]C>C1COCC1.C(OCC)C>[CH3:1][O:2][C:3]1[CH:4]=[C:5]([CH:9]=[CH:10][C:11]=1[CH3:12])[C:6]([C:3]1[CH:4]=[CH:5][CH:9]=[CH:10][CH:11]=1)=[O:8]. Procedure details: A solution of 3-methoxy-4-methyl benzoic acid (3.32 g, 20 mmol) in anhydrous THF (100 mL) was cooled to −78° C. A solution of MeLi (25 mL of a 1.6M solution in diethyl ether, 40 mmol) was added slowly to the reaction flask via syringe over 10 min. The cooling bath was removed, and the reaction mixture was allowed to warm to rt, and was stirred for 1 h at rt. The reaction mixture was quenched with 1N HCl (50 mL) and extracted with diethyl ether (3×50 mL). The organic extracts were combined, washe... The reactants are [N+](=O)([O-])C1=CC=CC(=N1)N (6-nitro-pyridin-2-ylamine), BrN1C(CCC1=O)=O (N-bromosuccinimide), BrN1C(CCC1=O)=O (N-bromosuccinimide). Solvent: CC#N (MeCN). Run at time 1 hour. Product: BrC=1C=CC(=NC1[N+](=O)[O-])N (5-bromo-6-nitro-pyridin-2-ylamine). The yield is 94.7%. RXN SMILES: [N+:1]([C:4]1[N:9]=[C:8]([NH2:10])[CH:7]=[CH:6][CH:5]=1)([O-:3])=[O:2].[Br:11]N1C(=O)CCC1=O>CC#N>[Br:11][C:5]1[CH:6]=[CH:7][C:8]([NH2:10])=[N:9][C:4]=1[N+:1]([O-:3])=[O:2]. Procedure: To a stirred solution of 6-nitro-pyridin-2-ylamine (9) (5.1 g, 18.4 mmol) in MeCN (125 mL) under nitrogen atmosphere, N-bromosuccinimide (3.43 g, 19.3 mmol) was added at 0° C. After 1 hour, another portion of N-bromosuccinimide (3.57 g, 20.1 mmol) was added. The reaction mixture was allowed to warm to room temperature and stirring was continued overnight. The product was precipitated by addition of water (125 mL). The slurry was cooled to 0° C. and precipitated product was isolated by filtration... Reactants: BrC=1C=C2C(=NC1)C(C1=C(CC2)C=C(C=C1Cl)Cl)C1CCN(CC1)C(CC1CN(CC1)C(OC1=CC=CC=C1)=NC#N)=O (Phenyl 3-[2-[4-(3-bromo-8,10-dichloro-6,11-dihydro-5H benzo[5,6]cyclohepta[1,2-b]pyridin-11-yl)-1-piperidinyl]-2-oxoethyl]-N-cyano-1-pyrrolidinecarboximidate), [NH4+].[OH-] (NH4OH). Solvent: CC(C)O (2-propanol). Reaction conditions: temperature 25 celsius, time 24 hour. Yields the product BrC=1C=C2C(=NC1)C(C1=C(CC2)C=C(C=C1Cl)Cl)C1CCN(CC1)C(CC1CN(CC1)C(NC#N)=N)=O (3-[2-[4-(3-Bromo-8,10-dichloro-6,11-dihydro-5H-benzo[5,6]cyclohepta[1,2-b]pyridin-11-yl)-1-piperidinyl]-2-oxoethyl]-N-cyano-1-pyrrolidinecarboximidamide). RXN SMILES: [Br:1][C:2]1[CH:3]=[C:4]2[CH2:12][CH2:11][C:10]3[CH:13]=[C:14]([Cl:18])[CH:15]=[C:16]([Cl:17])[C:9]=3[CH:8]([CH:19]3[CH2:24][CH2:23][N:22]([C:25](=[O:43])[CH2:26][CH:27]4[CH2:31][CH2:30][N:29]([C:32](=[N:40][C:41]#[N:42])OC5C=CC=CC=5)[CH2:28]4)[CH2:21][CH2:20]3)[C:5]2=[N:6][CH:7]=1.[NH4+:44].[OH-]>CC(O)C>[Br:1][C:2]1[CH:3]=[C:4]2[CH2:12][CH2:11][C:10]3[CH:13]=[C:14]([Cl:18])[CH:15]=[C:16]([Cl:17])[C:9]=3[CH:8]([CH:19]3[CH2:24][CH2:23][N:22]([C:25](=[O:43])[CH2:26][CH:27]4[CH2:31][CH2:30][N:29]([C:32](=[NH:44])[NH:40][C:41]#[N:42])[CH2:28]4)[CH2:21][CH2:20]3)[C:5]2=[N:6][CH:7]=1 |f:1.2|. Reported procedure: Dissolve the product of Example 7 in 2-propanol and add concentrated NH4OH. Stir the mixture at 25° C. for 24 h and then evaporate to dryness. Triturate the residue with Et2O (2×250 ml) and discard the ether. Chromatograph the resulting product on a silica gel column using 4% (10% concentrated NH4OH in CH3OH)--CH2Cl2 as the eluant to give the title compound.